Dataset: the Open Reaction Database (ORD), a public repository of structured organic reaction records. Task: describe an organic reaction: reactants, conditions, products, and yield The yield is 35.7%. The reactants are N1N=CN=C1 (1,2,4-triazole), C([O-])([O-])=O.[K+].[K+] (potassium carbonate), ClCC(CC1=C(C=CC=C1)Cl)(O)C1(CCCC1)C (1-chloro-3-(2-chlorophenyl)-2-(1-methyl-cyclopent-1-yl)-propan-2-ol). Product: ClC1=C(C=CC=C1)CC(CN1N=CN=C1)(O)C1(CCCC1)C (1-(2-chlorophenyl)-2-(1-methyl-cyclopent- 1-yl)-3-(1,2,4-triazol-1-yl)-propan-2-ol). Run at temperature 80 celsius. Procedure: 13 g (188 mmol) of 1,2,4-triazole and 18 g (130 mmol) of potassium carbonate are initially introduced into 30 ml of absolute dimethylformamide under a nitrogen atmosphere and the mixture is heated to 80° C. At this temperature, a solution of 17.1 g (59.6 mmol) of 1-chloro-3-(2-chlorophenyl)-2-(1-methyl-cyclopent-1-yl)-propan-2-ol in 20 ml of absolute dimethylformamide is added dropwise with stirring. The reaction mixture is then stirred at 80° C. for a further 8 hours. The precipitate is filtere... Reaction SMILES: [NH:1]1[CH:5]=[N:4][CH:3]=[N:2]1.C(=O)([O-])[O-].[K+].[K+].Cl[CH2:13][C:14]([C:24]1([CH3:29])[CH2:28][CH2:27][CH2:26][CH2:25]1)([OH:23])[CH2:15][C:16]1[CH:21]=[CH:20][CH:19]=[CH:18][C:17]=1[Cl:22]>CN(C)C=O>[Cl:22][C:17]1[CH:18]=[CH:19][CH:20]=[CH:21][C:16]=1[CH2:15][C:14]([C:24]1([CH3:29])[CH2:28][CH2:27][CH2:26][CH2:25]1)([OH:23])[CH2:13][N:1]1[CH:5]=[N:4][CH:3]=[N:2]1 |f:1.2.3|. Solvent: CN(C=O)C (dimethylformamide), CN(C=O)C (dimethylformamide). Reactants: COC=1C=C2C(=CC=NC2=CC1O)OC1=CC=C(C=C1)[N+](=O)[O-] (6-methoxy-4-(4-nitrophenoxy)quinolin-7-ol), [N+](=O)([O-])C1=CC=C(C=C1)OS(=O)(=O)C(F)(F)F (trifluoromethanesulfonic acid4-nitrophenyl ester), C([O-])([O-])=O.[K+].[K+] (potassium carbonate). The solvent is O (Water). Reaction conditions: time 5 hour. Yields the product COC=1C=C2C(=CC=NC2=CC1OS(=O)(=O)C(F)(F)F)OC1=CC=C(C=C1)[N+](=O)[O-] (Trifluoromethanesulfonic acid 6-methoxy-4-(4-nitrophenoxy)quinolin-7-yl ester). Isolated yield 95.4%. As a reaction SMILES: [CH3:1][O:2][C:3]1[CH:4]=[C:5]2[C:10](=[CH:11][C:12]=1[OH:13])[N:9]=[CH:8][CH:7]=[C:6]2[O:14][C:15]1[CH:20]=[CH:19][C:18]([N+:21]([O-:23])=[O:22])=[CH:17][CH:16]=1.[N+](C1C=CC([O:33][S:34]([C:37]([F:40])([F:39])[F:38])(=O)=[O:35])=CC=1)([O-])=O.C(=O)([O-])[O-].[K+].[K+]>O>[CH3:1][O:2][C:3]1[CH:4]=[C:5]2[C:10](=[CH:11][C:12]=1[O:13][S:34]([C:37]([F:40])([F:39])[F:38])(=[O:35])=[O:33])[N:9]=[CH:8][CH:7]=[C:6]2[O:14][C:15]1[CH:16]=[CH:17][C:18]([N+:21]([O-:23])=[O:22])=[CH:19][CH:20]=1 |f:2.3.4|. Procedure details: After dissolving 6-methoxy-4-(4-nitrophenoxy)quinolin-7-ol (1.0 g) in dimethylfbrmamide (10 ml), there were added trifluoromethanesulfonic acid4-nitrophenyl ester (640 mg) and potassium carbonate (1.3 g), and the mixture was stirred at room temperature for 5 hours. Water was added, extraction was performed with ethyl acetate, the organic layer was washed with water and saturated brine in that order and dried over anhydrous sodium sulfate, and the solvent was distilled off under reduced pressure.... Starting materials: C1CCOC1, C[Si](C)(C)N=C=O, [K+], [K+], C1=CCC2=C3N=c4ccccc4=C3C3(CCNCC3)NC2=C1, O=C([O-])[O-], O. Yields the product NC(=O)N1CCC2(CC1)NC1=CC=CCC1=C1N=c3ccccc3=C12. As a reaction SMILES: [CH2:37]1[O:38][CH2:39][CH2:40][CH2:41]1.[CH3:29][Si:30]([CH3:31])([CH3:32])[N:33]=[C:34]=[O:35].[K+:23].[K+:24].[NH:1]1[CH2:2][CH2:3][C:4]2([NH:5][C:6]3=[CH:7][CH:8]=[CH:9][CH2:10][C:11]3=[C:12]3[C:13]2=[c:14]2[cH:15][cH:16][cH:17][cH:18][c:19]2=[N:20]3)[CH2:21][CH2:22]1.[O-:25][C:26]([O-:27])=[O:28].[OH2:36]>>[N:1]1([C:34]([NH2:33])=[O:35])[CH2:2][CH2:3][C:4]2([NH:5][C:6]3=[CH:7][CH:8]=[CH:9][CH2:10][C:11]3=[C:12]3[C:13]2=[c:14]2[cH:15][cH:16][cH:17][cH:18][c:19]2=[N:20]3)[CH2:21][CH2:22]1.